This data is from the Open Reaction Database (ORD), a public repository of structured organic reaction records. The task is: describe an organic reaction: reactants, conditions, products, and yield Reactants: [N+](=O)([O-])C1=CC=C2CCNCC2=C1 (7-nitro-1,2,3,4-tetrahydroisoquinoline), I.CSC=1NCCN1 (2-methylsulphanyl-4,5-dihydro-1H-imidazole hydriodide), CO (methanol). Solvent: C(C)OCC (diethyl ether). Yields the product N1C(=NCC1)N1CC2=CC(=CC=C2CC1)[N+](=O)[O-] (2-(4,5-Dihydro-1H-imidazol-2-yl)-7-nitro-1,2,3,4-tetrahydroisoquinoline). RXN SMILES: [N+:1]([C:4]1[CH:13]=[C:12]2[C:7]([CH2:8][CH2:9][NH:10][CH2:11]2)=[CH:6][CH:5]=1)([O-:3])=[O:2].I.CS[C:17]1[NH:18][CH2:19][CH2:20][N:21]=1.CO>C(OCC)C>[NH:21]1[CH2:20][CH2:19][N:18]=[C:17]1[N:10]1[CH2:9][CH2:8][C:7]2[C:12](=[CH:13][C:4]([N+:1]([O-:3])=[O:2])=[CH:5][CH:6]=2)[CH2:11]1 |f:1.2|. Reported procedure: A mixture of 10 g of 7-nitro-1,2,3,4-tetrahydroisoquinoline, 13.7 g of 2-methylsulphanyl-4,5-dihydro-1H-imidazole hydriodide and 100 ml of methanol is heated at reflux for 12 hours. The addition of diethyl ether causes the separation of a precipitate, which is taken up in water, neutralised using sodium hydroxide and extracted with dichloromethane.